Dataset: the Open Reaction Database (ORD), a public repository of structured organic reaction records. Task: describe an organic reaction: reactants, conditions, products, and yield Procedure details: To a mixture of 2-methoxycarbonyl-3-(3-chloro-4-methoxybenzylamino)-5-chloropyrazine (prepared in the above Example 297(3)) 71 mg and 2-hydroxymethylpyridine 25 mg in tetrahydrofuran 3 ml is added potassium tert-butoxide 26 mg under ice cooling. The mixture is stirred for 30 minutes at the same temperature and diluted a 10% aqueous citric acid solution. The solution is extracted with ethyl acetate and the extract is washed with water and an aqueous saturated sodium chloride solution, dried over ... Starting materials: COC(=O)C1=NC=C(N=C1NCC1=CC(=C(C=C1)OC)Cl)Cl (2-methoxycarbonyl-3-(3-chloro-4-methoxybenzylamino)-5-chloropyrazine), OCC1=NC=CC=C1 (2-hydroxymethylpyridine), C(CC(O)(C(=O)O)CC(=O)O)(=O)O (citric acid), CC(C)([O-])C.[K+] (potassium tert-butoxide). Run at time 30 minute. Run in O1CCCC1 (tetrahydrofuran). The product is COC(=O)C1=NC=C(N=C1NCC1=CC(=C(C=C1)OC)Cl)OCC1=NC=CC=C1 (2-methoxycarbonyl-3-(3-chloro-4-methoxybenzylamino)-5-(2-pyridylmethoxy)pyrazine). As a reaction SMILES: [CH3:1][O:2][C:3]([C:5]1[C:10]([NH:11][CH2:12][C:13]2[CH:18]=[CH:17][C:16]([O:19][CH3:20])=[C:15]([Cl:21])[CH:14]=2)=[N:9][C:8](Cl)=[CH:7][N:6]=1)=[O:4].[OH:23][CH2:24][C:25]1[CH:30]=[CH:29][CH:28]=[CH:27][N:26]=1.CC(C)([O-])C.[K+].C(O)(=O)CC(CC(O)=O)(C(O)=O)O>O1CCCC1>[CH3:1][O:2][C:3]([C:5]1[C:10]([NH:11][CH2:12][C:13]2[CH:18]=[CH:17][C:16]([O:19][CH3:20])=[C:15]([Cl:21])[CH:14]=2)=[N:9][C:8]([O:23][CH2:24][C:25]2[CH:30]=[CH:29][CH:28]=[CH:27][N:26]=2)=[CH:7][N:6]=1)=[O:4] |f:2.3|. Product: Cl.C1(CC1)N1CCN(CC1)C([C@H](CNC(=O)C=1SC(=CC1)Cl)NS(=O)(=O)C1=C(C(=CC=C1)C1=CC=NC=C1)OC)=O (5-Chloro-thiophene-2-carboxylic acid [(S)-3-(4-cyclopropyl-piperazin-1-yl)-2-(2-methoxy-3-pyridin-4-yl-benzenesulfonylamino)-3-oxo-propyl]-amide hydrochloride). Reactants: CN(C)C(=[N+](C)C)ON1C2=C(C=CC=C2)N=N1.[B-](F)(F)(F)F (TBTU), ClC1=CC=C(S1)C(=O)NC[C@@H](C(=O)O)NS(=O)(=O)C1=C(C(=CC=C1)C1=CC=NC=C1)OC ((S)-3-[(5-Chloro-thiophene-2-carbonyl)-amino]-2-(2-methoxy-3-pyridin-4-yl-benzenesulfonylamino)-propionic acid), CCN(C(C)C)C(C)C (DIPEA), C1(CC1)N1CCNCC1 (N-cyclopropyl piperazine). As a reaction SMILES: [Cl:1][C:2]1[S:6][C:5]([C:7]([NH:9][CH2:10][C@H:11]([NH:15][S:16]([C:19]2[CH:24]=[CH:23][CH:22]=[C:21]([C:25]3[CH:30]=[CH:29][N:28]=[CH:27][CH:26]=3)[C:20]=2[O:31][CH3:32])(=[O:18])=[O:17])[C:12](O)=[O:13])=[O:8])=[CH:4][CH:3]=1.[CH:33]1([N:36]2[CH2:41][CH2:40][NH:39][CH2:38][CH2:37]2)[CH2:35][CH2:34]1.CCN(C(C)C)C(C)C.CN(C(ON1N=NC2C=CC=CC1=2)=[N+](C)C)C.[B-](F)(F)(F)F>C(Cl)Cl>[ClH:1].[CH:33]1([N:36]2[CH2:41][CH2:40][N:39]([C:12](=[O:13])[C@@H:11]([NH:15][S:16]([C:19]3[CH:24]=[CH:23][CH:22]=[C:21]([C:25]4[CH:30]=[CH:29][N:28]=[CH:27][CH:26]=4)[C:20]=3[O:31][CH3:32])(=[O:17])=[O:18])[CH2:10][NH:9][C:7]([C:5]3[S:6][C:2]([Cl:1])=[CH:3][CH:4]=3)=[O:8])[CH2:38][CH2:37]2)[CH2:35][CH2:34]1 |f:3.4,6.7|. Procedure: Intermediate 82 (170 mg, 0.34 mmol) was dissolved in 10 ml DCM and N-cyclopropyl piperazine (134 mg, 0.38 mmol) was added followed by DIPEA (0.27 ml, 1.54 mmol) and TBTU (121 mg, 0.38 mmol). After 16 h stirring at RT, the solution was evaporated to dryness and purified by silica gel chromatography (Elution with DCM/methanol from 0 to 10% of methanol). The solid obtained after evaporation of the solvents was dissolved in DCM, HCl 2M in Et2O (5 ml) was added and the solvents were evaporated yieldi... Run at time 16 hour. Run in C(Cl)Cl (DCM).